This data is from the Open Reaction Database (ORD), a public repository of structured organic reaction records. The task is: describe an organic reaction: reactants, conditions, products, and yield The reactants are O=C1CCC(=O)N1Br, ClC(Cl)(Cl)Cl, Cc1oc(=O)oc1C, CC(C)(C#N)N=NC(C)(C)C#N. The product is Cc1oc(=O)oc1CBr. Reaction SMILES: [Br:9][N:10]1[C:11](=[O:12])[CH2:13][CH2:14][C:15]1=[O:16].[C:29]([Cl:30])([Cl:31])([Cl:32])[Cl:33].[CH3:1][c:2]1[o:3][c:4](=[O:8])[o:5][c:6]1[CH3:7].[N:17]#[C:18][C:19]([N:20]=[N:21][C:22]([C:23]#[N:24])([CH3:25])[CH3:26])([CH3:27])[CH3:28]>>[CH2:1]([c:2]1[o:3][c:4](=[O:8])[o:5][c:6]1[CH3:7])[Br:9]. Reactants: TEA, CC(=O)Cl (methyl carbonyl chloride), Cl (HCl), C(C)(C)(C)OC(=O)N1CCN(CC1)CC1=CC(=C(C=C1)F)NC(=O)NC=1C=NC(=CC1)C (4-{4-fluoro-3-[3-(6-methyl-pyridin-3-yl)-ureido]-benzyl}-piperazine-1-carboxylic acid tert-butyl ester), C(C)(C)(C)OC(=O)N1CCN(CC1)CC1=CC(=C(C=C1)F)NC(=O)NC=1C=NC(=CC1)C (4-{4-fluoro-3-[3-(6-methyl-pyridin-3-yl)-ureido]-benzyl}-piperazine-1-carboxylic acid tert-butyl ester). The solvent is O1CCOCC1 (dioxane). Run at temperature 50 celsius, time 15 minute. The product is COC(=O)N1CCN(CC1)CC1=CC(=C(C=C1)F)NC(=O)NC=1C=NC(=CC1)C (4-{4-fluoro-3-[3-(6-methyl-pyridin-3-yl)-ureido]-benzyl}-piperazine-1-carboxylic acid methyl ester). As a reaction SMILES: Cl.CC(Cl)=O.[C:6]([O:10][C:11]([N:13]1[CH2:18][CH2:17][N:16]([CH2:19][C:20]2[CH:25]=[CH:24][C:23]([F:26])=[C:22]([NH:27][C:28]([NH:30][C:31]3[CH:32]=[N:33][C:34]([CH3:37])=[CH:35][CH:36]=3)=[O:29])[CH:21]=2)[CH2:15][CH2:14]1)=[O:12])(C)(C)C>O1CCOCC1>[CH3:6][O:10][C:11]([N:13]1[CH2:14][CH2:15][N:16]([CH2:19][C:20]2[CH:25]=[CH:24][C:23]([F:26])=[C:22]([NH:27][C:28]([NH:30][C:31]3[CH:32]=[N:33][C:34]([CH3:37])=[CH:35][CH:36]=3)=[O:29])[CH:21]=2)[CH2:17][CH2:18]1)=[O:12]. Reported procedure: To 1.0 eq of 4-{4-fluoro-3-[3-(6-methyl-pyridin-3-yl)-ureido]-benzyl}-piperazine-1-carboxylic acid tert-butyl ester (2D) in MeOH (about 0.1 M 2D in MeOH) was added 2 volumes of HCl in dioxane (4 N) and the reaction mixture stirred at 50° C. for 15 min and evaporated to a solid. The solid was combined with DCM and treated with approximately 5 eq of TEA and split into 3 equal portions of reaction mixture A. One portion of the reaction mixture A was treated with 1.2 eq of methyl carbonyl chloride a...